Dataset: the Open Reaction Database (ORD), a public repository of structured organic reaction records. Task: describe an organic reaction: reactants, conditions, products, and yield The reactants are COC=Cc1ccc(OC2CC(C(=O)O)N(C(=O)C(C)CSC(=O)c3ccccc3)C2)cc1, COc1ccccc1, CO, CC#N, Nc1cc(C(F)(F)F)c(S(N)(=O)=O)cc1S(N)(=O)=O, Cc1ccc(S(=O)(=O)O)cc1. Yields the product CC(CSC(=O)c1ccccc1)C(=O)N1CC(Oc2ccc(CC3Nc4cc(C(F)(F)F)c(S(N)(=O)=O)cc4S(=O)(=O)N3)cc2)CC1C(=O)O. As a reaction SMILES: [C:1]([c:2]1[cH:3][cH:4][cH:5][cH:6][cH:7]1)(=[O:8])[S:9][CH2:10][CH:11]([C:12](=[O:13])[N:14]1[CH:15]([C:16](=[O:17])[OH:18])[CH2:19][CH:20]([O:22][c:23]2[cH:24][cH:25][c:26]([CH:29]=[CH:30][O:31][CH3:32])[cH:27][cH:28]2)[CH2:21]1)[CH3:33].[CH3:53][O:54][c:55]1[cH:56][cH:57][cH:58][cH:59][cH:60]1.[CH3:72][OH:73].[CH3:74][C:75]#[N:76].[NH2:34][c:35]1[c:36]([S:49](=[O:50])(=[O:51])[NH2:52])[cH:37][c:38]([S:45](=[O:46])(=[O:47])[NH2:48])[c:39]([C:41]([F:42])([F:43])[F:44])[cH:40]1.[c:61]1([CH3:62])[cH:63][cH:64][c:65]([S:66]([OH:67])(=[O:68])=[O:69])[cH:70][cH:71]1>>[C:1]([c:2]1[cH:3][cH:4][cH:5][cH:6][cH:7]1)(=[O:8])[S:9][CH2:10][CH:11]([C:12](=[O:13])[N:14]1[CH:15]([C:16](=[O:17])[OH:18])[CH2:19][CH:20]([O:22][c:23]2[cH:24][cH:25][c:26]([CH2:29][CH:30]3[NH:34][c:35]4[c:36]([cH:37][c:38]([S:45](=[O:46])(=[O:47])[NH2:48])[c:39]([C:41]([F:42])([F:43])[F:44])[cH:40]4)[S:49](=[O:50])(=[O:51])[NH:52]3)[cH:27][cH:28]2)[CH2:21]1)[CH3:33]. The reactants are CCOC(C)=O, Cc1c2n(c3ccc(OCc4ccc(OC(C)C)c(C(F)(F)F)c4)cc13)CCC2CC(=O)OC(C)(C)C, [Li+], [OH-]. Yields the product Cc1c2n(c3ccc(OCc4ccc(OC(C)C)c(C(F)(F)F)c4)cc13)CCC2CC(=O)O. RXN SMILES: [CH3:40][CH2:41][O:42][C:43]([CH3:44])=[O:45].[CH:1]([CH3:2])([CH3:3])[O:4][c:5]1[c:6]([C:34]([F:35])([F:36])[F:37])[cH:7][c:8]([CH2:9][O:10][c:11]2[cH:12][c:13]3[c:14]([CH3:31])[c:15]4[n:16]([c:17]3[cH:18][cH:19]2)[CH2:20][CH2:21][CH:22]4[CH2:23][C:24](=[O:25])[O:26][C:27]([CH3:28])([CH3:29])[CH3:30])[cH:32][cH:33]1.[Li+:39].[OH-:38]>>[CH:1]([CH3:2])([CH3:3])[O:4][c:5]1[c:6]([C:34]([F:35])([F:36])[F:37])[cH:7][c:8]([CH2:9][O:10][c:11]2[cH:12][c:13]3[c:14]([CH3:31])[c:15]4[n:16]([c:17]3[cH:18][cH:19]2)[CH2:20][CH2:21][CH:22]4[CH2:23][C:24](=[O:25])[OH:26])[cH:32][cH:33]1. Reactants: Cl.Cl.NC1CN2CCC1CC2 ((RS)-3-amino-1-azabicyclo[2.2.2]octane dihydrochloride), CC1=C(C(=O)O)C=CC=C1C (2,3-dimethylbenzoic acid), C(C(=O)Cl)(=O)Cl (oxalyl chloride), CN(C=O)C (dimethylformamide). The solvent is C1(=CC=CC=C1)C (toluene), [OH-].[Na+] (NaOH), C(Cl)Cl (methylene chloride). Conditions: time 1 hour. Yields the product N12CC(C(CC1)CC2)NC(C2=C(C(=CC=C2)C)C)=O ((RS)-N-(1-azabicyclo[2.2.2]oct-3-yl)-2,3-dimethylbenzamide). Yield: 76.3%. RXN SMILES: [CH3:1][C:2]1[C:10]([CH3:11])=[CH:9][CH:8]=[CH:7][C:3]=1[C:4]([OH:6])=O.C(Cl)(=O)C(Cl)=O.CN(C)C=O.Cl.Cl.[NH2:25][CH:26]1[CH:31]2[CH2:32][CH2:33][N:28]([CH2:29][CH2:30]2)[CH2:27]1>C(Cl)Cl.C1(C)C=CC=CC=1.[OH-].[Na+]>[N:28]12[CH2:33][CH2:32][CH:31]([CH2:30][CH2:29]1)[CH:26]([NH:25][C:4](=[O:6])[C:3]1[CH:7]=[CH:8][CH:9]=[C:10]([CH3:11])[C:2]=1[CH3:1])[CH2:27]2 |f:3.4.5,8.9|. Procedure: 2,3-dimethylbenzoic acid (5.0 g; 33.3 mmol), oxalyl chloride (40.0 mmol, 3.5 mL) and dimethylformamide (0.1 mL) were dissolved in methylene chloride (100 mL). The mixture was stirred at room temperature for 1 hour and then concentrated under reduced pressure. A solution of the concentrate in toluene (100 mL) was added dropwise to a stirred solution of (RS)-3-amino-1-azabicyclo[2.2.2]octane dihydrochloride (7.0 g; 35 mmol)in toluene (50 mL) and NaOH (2.0N, 50 mL) at 0° C. The reaction mixture was... The reactants are BrCC1CC1, CC(C)(C)[O-], CS(C)=O, CO, O=C(Nc1ccn(Cc2cc(O)ccc2C(F)(F)F)n1)c1c(F)cccc1F, [K+]. Product: O=C(Nc1ccn(Cc2cc(OCC3CC3)ccc2C(F)(F)F)n1)c1c(F)cccc1F. RXN SMILES: [Br:35][CH2:36][CH:37]1[CH2:38][CH2:39]1.[CH3:29][C:30]([CH3:31])([O-:32])[CH3:33].[CH3:40][S:41]([CH3:42])=[O:43].[CH3:44][OH:45].[F:1][c:2]1[c:3]([C:4](=[O:5])[NH:6][c:7]2[n:8][n:9]([CH2:12][c:13]3[c:14]([C:20]([F:21])([F:22])[F:23])[cH:15][cH:16][c:17]([OH:19])[cH:18]3)[cH:10][cH:11]2)[c:24]([F:28])[cH:25][cH:26][cH:27]1.[K+:34]>>[F:1][c:2]1[c:3]([C:4](=[O:5])[NH:6][c:7]2[n:8][n:9]([CH2:12][c:13]3[c:14]([C:20]([F:21])([F:22])[F:23])[cH:15][cH:16][c:17]([O:19][CH2:36][CH:37]4[CH2:38][CH2:39]4)[cH:18]3)[cH:10][cH:11]2)[c:24]([F:28])[cH:25][cH:26][cH:27]1. Yield: 31.6%. The product is ethyl acetate-hexanetriethylamine, CN(C(CC1=CC=CC=2SC=CC21)=O)[C@H]2[C@@H](CCCC2)N(CC2OCCC2)C (trans-(±)-N-methyl-N-(2-(methyl[(tetrahydro-2-furanyl)methyl]amino)cyclohexyl)benzo[b]thiophene-4-acetamide). Solvent: CN(C=O)C (dimethyl formamide), ClCCl (dichloromethane). Procedure: A solution of trans-(±)-N-methyl-N-[2-(methylamino)cyclohexyl]benzo[b]thiophene-4-acetamide monohydrochloride (120 mg, 0.34 mmol) in dichloromethane (10 ml) was treated with saturated aqueous sodium bicarbonate to liberate the parent amine. The oil was dissolved in dimethyl formamide and treated with tetrahydrofurfuryl bromide (68 mg, 0.41 mmol) and sodium bicarbonate (43 mg, 0.5 mmol). The resulting mixture was stirred in an oil bath at 95°-110° C. for 20 hours then concentrated in vacuo, poure... Run at time 20 hour. Starting materials: C(C1CCCO1)Br (tetrahydrofurfuryl bromide), C([O-])(O)=O.[Na+] (sodium bicarbonate), amine, Cl.CN(C(CC1=CC=CC=2SC=CC21)=O)[C@H]2[C@@H](CCCC2)NC (trans-(±)-N-methyl-N-[2-(methylamino)cyclohexyl]benzo[b]thiophene-4-acetamide monohydrochloride), C([O-])(O)=O.[Na+] (sodium bicarbonate). Reaction SMILES: Cl.[CH3:2][N:3]([C@@H:16]1[CH2:21][CH2:20][CH2:19][CH2:18][C@H:17]1[NH:22][CH3:23])[C:4](=[O:15])[CH2:5][C:6]1[C:14]2[CH:13]=[CH:12][S:11][C:10]=2[CH:9]=[CH:8][CH:7]=1.C(=O)(O)[O-].[Na+].[CH2:29](Br)[CH:30]1[O:34][CH2:33][CH2:32][CH2:31]1>ClCCl.CN(C)C=O>[CH3:2][N:3]([C@@H:16]1[CH2:21][CH2:20][CH2:19][CH2:18][C@H:17]1[N:22]([CH3:23])[CH2:29][CH:30]1[CH2:31][CH2:32][CH2:33][O:34]1)[C:4](=[O:15])[CH2:5][C:6]1[C:14]2[CH:13]=[CH:12][S:11][C:10]=2[CH:9]=[CH:8][CH:7]=1 |f:0.1,2.3|. Starting materials: CCCBr, [H-], [Na+], CN(C)C=O, O=C(O)c1ccc2[nH]c(C(=O)O)cc2c1. The product is CCCn1c(C(=O)O)cc2cc(C(=O)O)ccc21. RXN SMILES: [CH2:18]([CH2:19][CH3:20])[Br:21].[H-:1].[Na+:2].[O:22]=[CH:23][N:24]([CH3:25])[CH3:26].[nH:3]1[c:4]([C:15](=[O:16])[OH:17])[cH:5][c:6]2[cH:7][c:8]([C:12](=[O:13])[OH:14])[cH:9][cH:10][c:11]12>>[n:3]1([CH2:18][CH2:19][CH3:20])[c:4]([C:15](=[O:16])[OH:17])[cH:5][c:6]2[cH:7][c:8]([C:12](=[O:13])[OH:14])[cH:9][cH:10][c:11]12.